Dataset: the Open Reaction Database (ORD), a public repository of structured organic reaction records. Task: describe an organic reaction: reactants, conditions, products, and yield The yield is 111.8%. Starting materials: BrC=1C=C2C(=NC1C(OC)OC)N(C(=N2)CCCC)CC2=CC=C(C=C2)C2=C(C=CC=C2)C2=NN=NN2C(C)OCC (6-bromo-2-butyl-5-dimethoxymethyl-3-{2'-[1-(1-ethoxyethyl)-1H-tetrazol-5-yl]-biphenyl-4-ylmethyl}-3H-imidazo[4,5-b]pyridine), 2-(tributyltin) pyridine. The product is C(CCC)C1=NC=2C(=NC(=C(C2)C2=NC=CC=C2)C(OC)OC)N1CC1=CC=C(C=C1)C1=C(C=CC=C1)C1=NN=NN1C(C)OCC (2-butyl-5-dimethoxymethyl-6-pyridin-2-yl-3-{2'-[1-(1-ethoxyethyl)-1H-tetrazol-5-yl]-biphenyl-4-ylmethyl}-3H-imidazo[4,5-b]pyridine). Reagents/catalysts: C=1C=CC(=CC1)[P](C=2C=CC=CC2)(C=3C=CC=CC3)[Pd]([P](C=4C=CC=CC4)(C=5C=CC=CC5)C=6C=CC=CC6)([P](C=7C=CC=CC7)(C=8C=CC=CC8)C=9C=CC=CC9)[P](C=1C=CC=CC1)(C=1C=CC=CC1)C=1C=CC=CC1 (Pd(PPh3)4). Procedure: 0.7 g (1.1 mmole) of the compound obtained in step 9 was dissolved in 5 ml of toluene and to the resulting solution were added 486 mg (1.32 mmole) of 2-(tributyltin)-pyridine and 25 mg (0.022 mmole) of Pd(PPh3)4. The resultant was heated to reflux for 16 hours under argon gas, cooled and extracted with a mixture of ethyl acetate and water. The organic layer was dried over MgSO4 and concentrated under reduced pressure. The residue was purified with column chromatography (ethyl acetate) to obtain ... RXN SMILES: Br[C:2]1[CH:3]=[C:4]2[N:15]=[C:14]([CH2:16][CH2:17][CH2:18][CH3:19])[N:13]([CH2:20][C:21]3[CH:26]=[CH:25][C:24]([C:27]4[CH:32]=[CH:31][CH:30]=[CH:29][C:28]=4[C:33]4[N:37]([CH:38]([O:40][CH2:41][CH3:42])[CH3:39])[N:36]=[N:35][N:34]=4)=[CH:23][CH:22]=3)[C:5]2=[N:6][C:7]=1[CH:8]([O:11][CH3:12])[O:9][CH3:10]>C1(C)C=CC=CC=1.C1C=CC([P]([Pd]([P](C2C=CC=CC=2)(C2C=CC=CC=2)C2C=CC=CC=2)([P](C2C=CC=CC=2)(C2C=CC=CC=2)C2C=CC=CC=2)[P](C2C=CC=CC=2)(C2C=CC=CC=2)C2C=CC=CC=2)(C2C=CC=CC=2)C2C=CC=CC=2)=CC=1>[CH2:16]([C:14]1[N:13]([CH2:20][C:21]2[CH:26]=[CH:25][C:24]([C:27]3[CH:32]=[CH:31][CH:30]=[CH:29][C:28]=3[C:33]3[N:37]([CH:38]([O:40][CH2:41][CH3:42])[CH3:39])[N:36]=[N:35][N:34]=3)=[CH:23][CH:22]=2)[C:5]2=[N:6][C:7]([CH:8]([O:11][CH3:12])[O:9][CH3:10])=[C:2]([C:5]3[CH:4]=[CH:3][CH:2]=[CH:7][N:6]=3)[CH:3]=[C:4]2[N:15]=1)[CH2:17][CH2:18][CH3:19] |^1:53,55,74,93|. The solvent is C1(=CC=CC=C1)C (toluene).